From a dataset of the Open Reaction Database (ORD), a public repository of structured organic reaction records. describe an organic reaction: reactants, conditions, products, and yield Starting materials: O=C([O-])O, CS(C)=O, CCI, Nc1cc(-c2ccc(Cl)cc2Cl)[nH]c(=S)n1, [Na+], O. Product: CCSc1nc(N)cc(-c2ccc(Cl)cc2Cl)n1. RXN SMILES: [C:20](=[O:21])([OH:22])[O-:23].[CH3:26][S:27]([CH3:28])=[O:29].[I:17][CH2:18][CH3:19].[NH2:1][c:2]1[n:3][c:4](=[S:16])[nH:5][c:6](-[c:8]2[c:9]([Cl:15])[cH:10][c:11]([Cl:14])[cH:12][cH:13]2)[cH:7]1.[Na+:24].[OH2:25]>>[NH2:1][c:2]1[n:3][c:4]([S:16][CH2:18][CH3:19])[n:5][c:6](-[c:8]2[c:9]([Cl:15])[cH:10][c:11]([Cl:14])[cH:12][cH:13]2)[cH:7]1. Reactants: C(C)(=O)O[C@@H]1CC2=CC[C@H]3[C@@H]4CC[C@@H]([C@@]4(C)CC[C@@H]3[C@]2(CC1)COC(C)=O)OC(C)=O (5-androstene-3β,17β,19-triol triacetate), C(C)(=O)O.C(C)(=O)O.O[C@@H]1CC2=CC[C@H]3[C@@H]4CCC([C@@]4(C)CC[C@@H]3[C@]2(CC1)CO)=O (3β,19-dihydroxy-5-androsten-17-one diacetate). Product: C(C)(=O)O[C@@H]1[C@]2(C)[C@@H](CC1)[C@@H]1CC=C3C[C@H](CC[C@]3(COC(C)=O)[C@H]1CC2)O (5-androstene-3β,17β,19-triol 17,19-diacetate). Reaction SMILES: C([O:4][C@H:5]1[CH2:22][CH2:21][C@@:20]2([CH2:23][O:24][C:25](=[O:27])[CH3:26])[C:7](=[CH:8][CH2:9][C@@H:10]3[C@@H:19]2[CH2:18][CH2:17][C@@:15]2([CH3:16])[C@H:11]3[CH2:12][CH2:13][C@@H:14]2[O:28][C:29](=[O:31])[CH3:30])[CH2:6]1)(=O)C.C(O)(=O)C.C(O)(=O)C.O[C@H]1CC[C@@]2(CO)C(=CC[C@@H]3[C@@H]2CC[C@@]2(C)[C@H]3CCC2=O)C1>>[C:29]([O:28][C@H:14]1[CH2:13][CH2:12][C@H:11]2[C@H:10]3[C@H:19]([CH2:18][CH2:17][C@:15]12[CH3:16])[C@:20]1([CH2:23][O:24][C:25](=[O:27])[CH3:26])[C:7]([CH2:6][C@@H:5]([OH:4])[CH2:22][CH2:21]1)=[CH:8][CH2:9]3)(=[O:31])[CH3:30] |f:1.2.3|. Reported procedure: Substituting 5-androstene-3β,17β,19-triol triacetate for the 3β,19-dihydroxy-5-androsten-17-one diacetate above results in the preparation of 5-androstene-3β,17β,19-triol 17,19-diacetate. Product: FC1=CC=C(C=C1)C1(CCN(CC1)C(=O)OC(C)(C)C)COCC=1C=C(C=C2C=NN(C12)COCC[Si](C)(C)C)C(F)(F)F (tert-Butyl 4-(4-fluorophenyl)-4-(((5-(trifluoromethyl)-1-((2-(trimethylsilyl)ethoxy)methyl)-1H-indazol-7-yl)methoxy)methyl)piperidine-1-carboxylate). Reaction conditions: temperature 0 celsius, time 30 minute. Procedure: To a solution of tert-butyl 4-(4-fluorophenyl)-4-(hydroxymethyl)piperidine-1-carboxylate (0.16 g, 0.517 mmol) and 7-(bromomethyl)-5-(trifluoromethyl)-1-((2-(trimethylsilyl)ethoxy)methyl)-1H-indazole (0.212 g, 0.517 mmol) in dimethylformamide (6 mL) at 0° C. was added sodium hydride (60% in mineral oil, 0.027 g, 0.672 mmol). The resulting solution was stirred at 0° C. for 30 min. The reaction was quenched by the cautious addition of saturated ammonium chloride and diluted with diethyl ether. The ... Reactants: FC1=CC=C(C=C1)C1(CCN(CC1)C(=O)OC(C)(C)C)CO (tert-butyl 4-(4-fluorophenyl)-4-(hydroxymethyl)piperidine-1-carboxylate), BrCC=1C=C(C=C2C=NN(C12)COCC[Si](C)(C)C)C(F)(F)F (7-(bromomethyl)-5-(trifluoromethyl)-1-((2-(trimethylsilyl)ethoxy)methyl)-1H-indazole), [H-].[Na+] (sodium hydride). The solvent is CN(C=O)C (dimethylformamide). As a reaction SMILES: [F:1][C:2]1[CH:7]=[CH:6][C:5]([C:8]2([CH2:21][OH:22])[CH2:13][CH2:12][N:11]([C:14]([O:16][C:17]([CH3:20])([CH3:19])[CH3:18])=[O:15])[CH2:10][CH2:9]2)=[CH:4][CH:3]=1.Br[CH2:24][C:25]1[CH:26]=[C:27]([C:42]([F:45])([F:44])[F:43])[CH:28]=[C:29]2[C:33]=1[N:32]([CH2:34][O:35][CH2:36][CH2:37][Si:38]([CH3:41])([CH3:40])[CH3:39])[N:31]=[CH:30]2.[H-].[Na+]>CN(C)C=O>[F:1][C:2]1[CH:3]=[CH:4][C:5]([C:8]2([CH2:21][O:22][CH2:24][C:25]3[CH:26]=[C:27]([C:42]([F:45])([F:43])[F:44])[CH:28]=[C:29]4[C:33]=3[N:32]([CH2:34][O:35][CH2:36][CH2:37][Si:38]([CH3:39])([CH3:40])[CH3:41])[N:31]=[CH:30]4)[CH2:9][CH2:10][N:11]([C:14]([O:16][C:17]([CH3:18])([CH3:19])[CH3:20])=[O:15])[CH2:12][CH2:13]2)=[CH:6][CH:7]=1 |f:2.3|. The reactants are C1(=CC=CC=C1)C=CC=CC1=CC=CC=C1 (1,4-diphenyl 1,3-butadiene), [Ce] (cerium). Run in COCCOC (DME). Yields the product [Ce].C1(=CC=CC=C1)C=CC=CC1=CC=CC=C1 (1,4-diphenyl 1,3-butadiene cerium). Reaction SMILES: [C:1]1([CH:7]=[CH:8][CH:9]=[CH:10][C:11]2[CH:16]=[CH:15][CH:14]=[CH:13][CH:12]=2)[CH:6]=[CH:5][CH:4]=[CH:3][CH:2]=1.[Ce:17]>COCCOC>[Ce:17].[C:1]1([CH:7]=[CH:8][CH:9]=[CH:10][C:11]2[CH:12]=[CH:13][CH:14]=[CH:15][CH:16]=2)[CH:6]=[CH:5][CH:4]=[CH:3][CH:2]=1 |f:3.4|. Procedure details: By reacting 1.38 mmole of 1,4-diphenyl 1,3-butadiene with 5.52 m atoms of cerium as powder in 8 ml of DME, with temporary application of ultrasound, a solution of 1,4-diphenyl 1,3-butadiene cerium has been obtained. AFter action of a methanol excess and the usual treatment, 1,4-diphenylbutenes (three isomers) were isolated with a yield of 295. Reactants: [Na].C(C1=CC=CC=C1)OC(=O)CCCCCCCCCCCCC(=O)ON1C(C(CC1=O)S(=O)(=O)O)=O (N-(13-benzyloxycarbonyltridecanoyloxy)sulfosuccinimide sodium salt). Reagents/catalysts: [C].[Pd] (palladium carbon). Solvent: CN(C=O)C (dimethylformamide). Reaction conditions: time 20 hour. Yields the product [Na].C(=O)(O)CCCCCCCCCCCCC(=O)ON1C(C(CC1=O)S(=O)(=O)O)=O (N-(13-carboxytridecanoyloxy)sulfosuccinimide sodium salt). The yield is 43.6%. Reaction SMILES: [Na:1].C([O:9][C:10]([CH2:12][CH2:13][CH2:14][CH2:15][CH2:16][CH2:17][CH2:18][CH2:19][CH2:20][CH2:21][CH2:22][CH2:23][C:24]([O:26][N:27]1[C:31](=[O:32])[CH2:30][CH:29]([S:33]([OH:36])(=[O:35])=[O:34])[C:28]1=[O:37])=[O:25])=[O:11])C1C=CC=CC=1>CN(C)C=O.[C].[Pd]>[Na:1].[C:10]([CH2:12][CH2:13][CH2:14][CH2:15][CH2:16][CH2:17][CH2:18][CH2:19][CH2:20][CH2:21][CH2:22][CH2:23][C:24]([O:26][N:27]1[C:31](=[O:32])[CH2:30][CH:29]([S:33]([OH:36])(=[O:35])=[O:34])[C:28]1=[O:37])=[O:25])([OH:11])=[O:9] |f:0.1,3.4,5.6,^1:0,44|. Procedure details: In 1 ml of dimethylformamide was dissolved N-(13-benzyloxycarbonyltridecanoyloxy)sulfosuccinimide sodium salt (50 mg, 0.11 mmole). To the obtained solution, was added 5 mg of 10% palladium carbon and the mixture was stirred for 20 hours under an atmosphere of hydrogen. The reaction mixture was filtered and to the filtrate 30 ml of ethyl acetate was added. The mixture was stirred for 30 minutes and the solid that formed was collected by filtration and dried under reduced pressure to give N-(13-ca... Reactants: BrC1=CC2=C(OC3=C(C(C2)N2CCNCC2)C=CC=C3)C=C1 (1-[2-bromo-10,11-dihydro-dibenz[b,f]oxepin-10-yl]piperazine), ClCCN1C(OCC1)=O (3-(2-chloro-ethyl)-2-oxazolidinone). Product: BrC1=CC2=C(OC3=C(C(C2)N2CCN(CC2)CCN2C(OCC2)=O)C=CC=C3)C=C1 (3-[2-{4-[2-bromo-10,11-dihydro-dibenz[b,f]-oxepin-10-yl]-1-piperazinyl}-ethyl]-2-oxazolidinone). As a reaction SMILES: [Br:1][C:2]1[CH:22]=[CH:21][C:5]2[O:6][C:7]3[CH:20]=[CH:19][CH:18]=[CH:17][C:8]=3[CH:9]([N:11]3[CH2:16][CH2:15][NH:14][CH2:13][CH2:12]3)[CH2:10][C:4]=2[CH:3]=1.Cl[CH2:24][CH2:25][N:26]1[CH2:30][CH2:29][O:28][C:27]1=[O:31]>>[Br:1][C:2]1[CH:22]=[CH:21][C:5]2[O:6][C:7]3[CH:20]=[CH:19][CH:18]=[CH:17][C:8]=3[CH:9]([N:11]3[CH2:12][CH2:13][N:14]([CH2:24][CH2:25][N:26]4[CH2:30][CH2:29][O:28][C:27]4=[O:31])[CH2:15][CH2:16]3)[CH2:10][C:4]=2[CH:3]=1. Procedure details: In an analogous manner to that described in Example 6, from 1-[2-bromo-10,11-dihydro-dibenz[b,f]oxepin-10-yl]piperazine and 3-(2-chloro-ethyl)-2-oxazolidinone, there is obtained 3-[2-{4-[2-bromo-10,11-dihydro-dibenz[b,f]-oxepin-10-yl]-1-piperazinyl}-ethyl]-2-oxazolidinone having a melting point of 150°-152° C. The dihydrochloride, prepared in ethanol, melts at 175°-176° C. Run in C1CCOC1.CO.O (THF MeOH H2O). As a reaction SMILES: C[O:2][C:3](=[O:17])[C:4]1[CH:9]=[C:8]([Br:10])[CH:7]=[CH:6][C:5]=1[S:11][C:12](=[O:16])[N:13]([CH3:15])[CH3:14].O.[OH-].[Li+]>C1COCC1.CO.O>[Br:10][C:8]1[CH:7]=[CH:6][C:5]([S:11][C:12](=[O:16])[N:13]([CH3:14])[CH3:15])=[C:4]([CH:9]=1)[C:3]([OH:17])=[O:2] |f:1.2.3,4.5.6|. Product: BrC=1C=CC(=C(C(=O)O)C1)SC(N(C)C)=O (5-bromo-2-dimethylcarbamoylsulfanyl-benzoic acid). The reactants are COC(C1=C(C=CC(=C1)Br)SC(N(C)C)=O)=O (5-bromo-2-dimethylcarbamoylsulfanyl-benzoic acid methyl ester), O.[OH-].[Li+] (lithium hydroxide hydrate). Procedure details: A mixture of 5-bromo-2-dimethylcarbamoylsulfanyl-benzoic acid methyl ester (10.0 g, 31.42 mmol) and lithium hydroxide hydrate (1.98 g, 47.14 mmol) in (1/1/1) THF/MeOH/H2O (70 mL total volume) was stirred at room temperature for 4 h. The reaction mixture was concentrated to remove most organic solvents. The residue was diluted with water (500 mL) and extracted with EtOAc (100 mL), which is discarded. The aqueous layer was acidified to pH 3-4 using 1 N HCl and extracted with EtOAc (2×400 mL). The ... Reaction conditions: time 4 hour. Reactants: [H-].[Na+] (sodium hydride), [N+](=O)([O-])C1=C(C(C#N)=CC=C1)C#N (3-nitrophthalonitrile), sodium alcoholate, sodium alcoholate, CN(C=O)C (N,N-dimethylformamide), CC(C=C)C(C(C=C)C)O (3,5-dimethyl-1,6-heptadiene-4-ol), CN(C=O)C (N,N-dimethylformamide). Solvent: C1(=CC=CC=C1)C (toluene), O (water). Conditions: time 1 hour. Product: CC(C=C)C(C(C=C)C)OC1=C(C(C#N)=CC=C1)C#N (3-(3,5-dimethyl-1,6-heptadiene-4-oxy)phthalonitrile). Isolated yield 83.9%. As a reaction SMILES: [H-].[Na+].CN(C)C=O.[CH3:8][CH:9]([CH:12]([OH:17])[CH:13]([CH3:16])[CH:14]=[CH2:15])[CH:10]=[CH2:11].[N+]([C:21]1[CH:28]=[CH:27][CH:26]=[C:23]([C:24]#[N:25])[C:22]=1[C:29]#[N:30])([O-])=O>C1(C)C=CC=CC=1.O>[CH3:8][CH:9]([CH:12]([O:17][C:21]1[CH:28]=[CH:27][CH:26]=[C:23]([C:24]#[N:25])[C:22]=1[C:29]#[N:30])[CH:13]([CH3:16])[CH:14]=[CH2:15])[CH:10]=[CH2:11] |f:0.1|. Procedure: 9.6 g (0.24 mol) of 60% sodium hydride and 150 ml of N,N-dimethylformamide were placed in a container equipped with a stirrer, a reflux condenser and a nitrogen-introducing tube, and the solution was then stirred under the feed of nitrogen. Afterward, 35 g (0.25 mol) of 3,5-dimethyl-1,6-heptadiene-4-ol was added dropwise thereto at 20°-30° C. over 1 hour, and the solution was then stirred at the same temperature for 3 hours to prepare a sodium alcoholate solution. Next, 34.6 g (0.2 mol) of 3-nit...